Dataset: the Open Reaction Database (ORD), a public repository of structured organic reaction records. Task: describe an organic reaction: reactants, conditions, products, and yield Reactants: C(C1=CC=CC=C1)OC(C1=C(C(=C(C(=C1F)F)N1C[C@H](CC1)NC(=O)OC(C)(C)C)F)F)=O (4-[(S)-3-(tert-butoxycarbonylamino)pyrrolidin-1-yl]-2,3,5,6-tetrafluorobenzoic acid benzyl ester), C1(CC1)N (cyclopropylamine). Solvent: CS(=O)C (dimethyl sulfoxide). Product: C(C1=CC=CC=C1)OC(C1=C(C(=C(C(=C1F)F)N1C[C@H](CC1)NC(=O)OC(C)(C)C)F)NC1CC1)=O (4-[(S)-3-tert-Butoxycarbonylaminopyrrolidin-1-yl]-2-cyclopropylamino-3,5,6-trifluorobenzoic acid benzyl ester). Isolated yield 86.2%. RXN SMILES: [CH2:1]([O:8][C:9](=[O:33])[C:10]1[C:15]([F:16])=[C:14]([F:17])[C:13]([N:18]2[CH2:22][CH2:21][C@H:20]([NH:23][C:24]([O:26][C:27]([CH3:30])([CH3:29])[CH3:28])=[O:25])[CH2:19]2)=[C:12]([F:31])[C:11]=1F)[C:2]1[CH:7]=[CH:6][CH:5]=[CH:4][CH:3]=1.[CH:34]1([NH2:37])[CH2:36][CH2:35]1>CS(C)=O>[CH2:1]([O:8][C:9](=[O:33])[C:10]1[C:15]([F:16])=[C:14]([F:17])[C:13]([N:18]2[CH2:22][CH2:21][C@H:20]([NH:23][C:24]([O:26][C:27]([CH3:30])([CH3:28])[CH3:29])=[O:25])[CH2:19]2)=[C:12]([F:31])[C:11]=1[NH:37][CH:34]1[CH2:36][CH2:35]1)[C:2]1[CH:7]=[CH:6][CH:5]=[CH:4][CH:3]=1. Procedure: A solution of 4-[(S)-3-(tert-butoxycarbonylamino)pyrrolidin-1-yl]-2,3,5,6-tetrafluorobenzoic acid benzyl ester (Example 2d, 2.5 g, 5.3 mmol), cyclopropylamine (40 mL, 577 mmol), and dimethyl sulfoxide (20 mL) in a sealed glass tube is heated at 80° C. for 24 hours. The excess amine is removed by blowing in compressed air, and the solution is then concentrated under high vacuum. The residue is purified by column chromatography (1:1:7 ethyl acetate/chloroform/hexanes) to afford the title compound ... The reactants are CC(C)(C)OC(=O)N1CCC(N)C1, O=C1CCCCC1. Yields the product CC(C)(C)OC(=O)N1CCC(NC2CCCCC2)C1. As a reaction SMILES: [NH2:1][CH:2]1[CH2:3][N:4]([C:7](=[O:8])[O:9][C:10]([CH3:11])([CH3:12])[CH3:13])[CH2:5][CH2:6]1.[O:14]=[C:15]1[CH2:16][CH2:17][CH2:18][CH2:19][CH2:20]1>>[NH:1]([CH:2]1[CH2:3][N:4]([C:7](=[O:8])[O:9][C:10]([CH3:11])([CH3:12])[CH3:13])[CH2:5][CH2:6]1)[CH:15]1[CH2:16][CH2:17][CH2:18][CH2:19][CH2:20]1. The reactants are [Br-], CC(=O)O, [K+], O=C(NC1c2sccc2OCC1O)c1ccc(C(F)(F)F)cc1, O=[N+]([O-])O. Yields the product O=C(NC1c2sc([N+](=O)[O-])cc2OCC1O)c1ccc(C(F)(F)F)cc1. Reaction SMILES: [Br-:28].[CH3:30][C:31](=[O:32])[OH:33].[K+:29].[OH:1][CH:2]1[CH:3]([NH:11][C:12]([c:13]2[cH:14][cH:15][c:16]([C:19]([F:20])([F:21])[F:22])[cH:17][cH:18]2)=[O:23])[c:4]2[c:5]([cH:8][cH:9][s:10]2)[O:6][CH2:7]1.[OH:24][N+:25]([O-:26])=[O:27]>>[OH:1][CH:2]1[CH:3]([NH:11][C:12]([c:13]2[cH:14][cH:15][c:16]([C:19]([F:20])([F:21])[F:22])[cH:17][cH:18]2)=[O:23])[c:4]2[c:5]([cH:8][c:9]([N+:25](=[O:24])[O-:26])[s:10]2)[O:6][CH2:7]1.